Dataset: the Open Reaction Database (ORD), a public repository of structured organic reaction records. Task: describe an organic reaction: reactants, conditions, products, and yield The reactants are ClC1=NC=C(C=C1C(=O)N[C@@H](C)C1=CC=C(C(=O)OC)C=C1)Cl (Methyl 4-((1S)-1-{[(2,5-dichloropyridin-3-yl)carbonyl]amino}ethyl)benzoate), FC=1C(=C(C=CC1)O)C (3-fluoro-2-methylphenol). Yields the product ClC=1C=C(C(=NC1)OC1=C(C(=CC=C1)F)C)C(=O)N[C@@H](C)C1=CC=C(C(=O)OC)C=C1 (Methyl 4-[(1S)-1-({[5-chloro-2-(3-fluoro-2-methylphenoxy)pyridin-3-yl]carbonyl}amino)ethyl]benzoate). RXN SMILES: Cl[C:2]1[C:7]([C:8]([NH:10][C@H:11]([C:13]2[CH:22]=[CH:21][C:16]([C:17]([O:19][CH3:20])=[O:18])=[CH:15][CH:14]=2)[CH3:12])=[O:9])=[CH:6][C:5]([Cl:23])=[CH:4][N:3]=1.[F:24][C:25]1[C:26]([CH3:32])=[C:27]([OH:31])[CH:28]=[CH:29][CH:30]=1>>[Cl:23][C:5]1[CH:6]=[C:7]([C:8]([NH:10][C@H:11]([C:13]2[CH:22]=[CH:21][C:16]([C:17]([O:19][CH3:20])=[O:18])=[CH:15][CH:14]=2)[CH3:12])=[O:9])[C:2]([O:31][C:27]2[CH:28]=[CH:29][CH:30]=[C:25]([F:24])[C:26]=2[CH3:32])=[N:3][CH:4]=1. Reported procedure: The title compound was prepared according to the procedure described in step 2 of Example 45 from methyl 4-((1S)-1-{[(2,5-dichloropyridin-3-yl)carbonyl]amino}ethyl)benzoate (step 1 of Example 48) and 3-fluoro-2-methylphenol: 1H-NMR (CDCl3) δ 8.57 (1H, d, J=2.3 Hz), 8.14 (1H, d, J=7.5 Hz), 8.10 (1H, d, J=2.3 Hz), 8.00 (2H, d, J=8.3 Hz), 7.43 (2H, d, J=8.3 Hz), 7.25 (1H, m), 7.03 (1H, t, J=8.3 Hz), 6.91 (1H, d, J=8.1 Hz), 5.40 (1H, m), 3.90 (3H, s), 2.06 (3H, s), 1.60 (3H, d, J=7.5 Hz).